This data is from the Open Reaction Database (ORD), a public repository of structured organic reaction records. The task is: describe an organic reaction: reactants, conditions, products, and yield Reactants: C(C)OC1=NC2=C(C(O1)=O)C(=CC=C2)C (2-ethoxy-5-methyl-4H-3,1-benzoxazin-4-one), O1NC(CC2=C1C=CC=C2)=O (benzoxazinone), III. Yields the product C(C)OC(=O)NC1=C(C(=O)O)C(=CC=C1)C (2-Ethoxycarbonylamino-6-methylbenzoic Acid). Reaction SMILES: [CH2:1]([O:3][C:4]1[O:9][C:8](=[O:10])[C:7]2[C:11]([CH3:15])=[CH:12][CH:13]=[CH:14][C:6]=2[N:5]=1)[CH3:2].[O:16]1C2C=CC=CC=2CC(=O)N1>>[CH2:1]([O:3][C:4]([NH:5][C:6]1[CH:14]=[CH:13][CH:12]=[C:11]([CH3:15])[C:7]=1[C:8]([OH:16])=[O:10])=[O:9])[CH3:2]. Procedure: By following the procedure of Part A, but replacing 2-ethoxy-5-methyl-4H-3,1-benzoxazin-4-one with the appropriate benzoxazinone prepared in Preparation III, the following compounds of Formula I are prepared: The reactants are BrBr (Bromine), C1(=CC=CC=C1)P(C1=CC=CC=C1)C1=CC=CC=C1 (triphenylphosphine), C(=C)C1=CC=C(CO)C=C1 (4-vinylbenzyl alcohol). The solvent is C(Cl)Cl (CH2Cl2). Run at temperature 0 celsius, time 10 minute. Product: C(=C)C1=CC=C(CBr)C=C1 (4-vinyl-benzyl bromide). Yield: 33.9%. RXN SMILES: [Br:1]Br.C1(P(C2C=CC=CC=2)C2C=CC=CC=2)C=CC=CC=1.[CH:22]([C:24]1[CH:31]=[CH:30][C:27]([CH2:28]O)=[CH:26][CH:25]=1)=[CH2:23]>C(Cl)Cl>[CH:22]([C:24]1[CH:31]=[CH:30][C:27]([CH2:28][Br:1])=[CH:26][CH:25]=1)=[CH2:23]. Procedure: Bromine (16.4 g, 103 mmol) was slowly added to a solution of triphenylphosphine (28.87 g, 110.1 mmol) in CH2Cl2 (260 mL) at 0° C. After 10 minutes, 4-vinylbenzyl alcohol (12.5 g, 93.3 mmol) was added and the reaction mixture was stirred at 0° C. for 2 h. The reaction mixture was washed with water (1×) followed by brine (1×). The organic solution was dried over MgSO4, filtered, and concentrated in vacuo. The product was triturated with petroleum ether (3×), and the ethereal solution was concentra... Reactants: N1CCC(CC1)NC(=O)C1=CNC2=C1N=CN=C2C2=C(C=CC=1OCOC12)OCCC (4-(5-propoxy-benzo[1,3]dioxol-4-yl)-5H-pyrrolo[3,2-d]pyrimidine-7-carboxylic acid piperidin-4-ylamide), C(CC)(=O)Cl (propionyl chloride). Product: C(CC)(=O)N1CCC(CC1)NC(=O)C1=CNC2=C1N=CN=C2C2=C(C=CC=1OCOC12)OCCC (4-(5-Propoxy-benzo[1,3]dioxol-4-yl)-5H-pyrrolo[3,2-d]pyrimidine-7-carboxylic acid (1-propionyl-piperidin-4-yl)-amide). RXN SMILES: [NH:1]1[CH2:6][CH2:5][CH:4]([NH:7][C:8]([C:10]2[C:14]3[N:15]=[CH:16][N:17]=[C:18]([C:19]4[C:27]5[O:26][CH2:25][O:24][C:23]=5[CH:22]=[CH:21][C:20]=4[O:28][CH2:29][CH2:30][CH3:31])[C:13]=3[NH:12][CH:11]=2)=[O:9])[CH2:3][CH2:2]1.[C:32](Cl)(=[O:35])[CH2:33][CH3:34]>>[C:32]([N:1]1[CH2:6][CH2:5][CH:4]([NH:7][C:8]([C:10]2[C:14]3[N:15]=[CH:16][N:17]=[C:18]([C:19]4[C:27]5[O:26][CH2:25][O:24][C:23]=5[CH:22]=[CH:21][C:20]=4[O:28][CH2:29][CH2:30][CH3:31])[C:13]=3[NH:12][CH:11]=2)=[O:9])[CH2:3][CH2:2]1)(=[O:35])[CH2:33][CH3:34]. Reported procedure: Starting from 4-(5-propoxy-benzo[1,3]dioxol-4-yl)-5H-pyrrolo[3,2-d]pyrimidine-7-carboxylic acid piperidin-4-ylamide (example A177) and propionyl chloride the title compound was obtained as colorless solid. The reactants are BrC=1C=C(C=CC1)CC#N (3-bromophenylacetonitrile), S(=O)(=O)(O)[O-] (hydrogen sulfate), ICC (iodoethane), [OH-].[Na+] (NaOH). The solvent is ClCCl (dichloromethane). Conditions: time 4 hour. Product: BrC=1C=C(C=CC1)C(C#N)CC (2-(3-bromophenyl)butanenitrile). Reaction SMILES: [Br:1][C:2]1[CH:3]=[C:4]([CH2:8][C:9]#[N:10])[CH:5]=[CH:6][CH:7]=1.S([O-])(O)(=O)=O.I[CH2:17][CH3:18].[OH-].[Na+]>ClCCl>[Br:1][C:2]1[CH:3]=[C:4]([CH:8]([CH2:17][CH3:18])[C:9]#[N:10])[CH:5]=[CH:6][CH:7]=1 |f:3.4|. Procedure: A solution of 3-bromophenylacetonitrile (8.12 g) in dichloromethane (150 mL) at room temperature was treated sequentially with tetrabutylammonuim hydrogen sulfate (14.1 g), iodoethane (10 mL), and 15% NaOH (35 mL), stirred for 4 hours, and separated. The aqueous phase was extracted with dichloromethane, and the combined extracts were washed with water and brine, dried (MgSO4), filtered, and concentrated. The concentrate was purified by flash column chromatography on silica gel with 50% dichlorom... Starting materials: CN(CCCS(=O)(=O)N1CCC(CC1)C1=CNC2=C(C=C(C=C12)C1=CC=C(C=C1)C=O)C(=O)N)C (3-(1-{[3-(dimethylamino)propyl]sulfonyl}-4-piperidinyl)-5-(4-formylphenyl)-1H-indole-7-carboxamide), N1CCOCC1 (morpholine), [BH-](OC(=O)C)(OC(=O)C)OC(=O)C.[Na+] (NaBH(OAc)3). Yields the product CN(CCCS(=O)(=O)N1CCC(CC1)C1=CNC2=C(C=C(C=C12)C1=CC=C(C=C1)CN1CCOCC1)C(=O)N)C (3-(1-{[3-(dimethylamino)propyl]sulfonyl}-4-piperidinyl)-5-[4-(4-morpholinylmethyl)phenyl]-1H-indole-7-carboxamide). The yield is 26.4%. RXN SMILES: [CH3:1][N:2]([CH3:35])[CH2:3][CH2:4][CH2:5][S:6]([N:9]1[CH2:14][CH2:13][CH:12]([C:15]2[C:23]3[C:18](=[C:19]([C:32]([NH2:34])=[O:33])[CH:20]=[C:21]([C:24]4[CH:29]=[CH:28][C:27]([CH:30]=O)=[CH:26][CH:25]=4)[CH:22]=3)[NH:17][CH:16]=2)[CH2:11][CH2:10]1)(=[O:8])=[O:7].[NH:36]1[CH2:41][CH2:40][O:39][CH2:38][CH2:37]1.[BH-](OC(C)=O)(OC(C)=O)OC(C)=O.[Na+]>>[CH3:35][N:2]([CH3:1])[CH2:3][CH2:4][CH2:5][S:6]([N:9]1[CH2:14][CH2:13][CH:12]([C:15]2[C:23]3[C:18](=[C:19]([C:32]([NH2:34])=[O:33])[CH:20]=[C:21]([C:24]4[CH:29]=[CH:28][C:27]([CH2:30][N:36]5[CH2:41][CH2:40][O:39][CH2:38][CH2:37]5)=[CH:26][CH:25]=4)[CH:22]=3)[NH:17][CH:16]=2)[CH2:11][CH2:10]1)(=[O:8])=[O:7] |f:2.3|. Reported procedure: Following the general procedure of example (99), 3-(1-{[3-(dimethylamino)propyl]sulfonyl}-4-piperidinyl)-5-(4-formylphenyl)-1H-indole-7-carboxamide (50 mg, 0.1 mmol), morpholine (9 mg, 0.1 mmol) and NaBH(OAc)3 (64 mg, 0.3 mmol) were reacted to give the title compound (15 mg, 30%). RXN SMILES: [CH3:1][O:2][c:3]1[cH:4][cH:5][c:6]([CH2:7][O:8][c:9]2[cH:10][c:11](-[c:15]3[o:16][c:17]([CH3:20])[n:18][n:19]3)[cH:12][cH:13][cH:14]2)[cH:21][cH:22]1.[F:23][C:24]([F:25])([F:26])[C:27]([OH:28])=[O:29]>>[OH:8][c:9]1[cH:10][c:11](-[c:15]2[o:16][c:17]([CH3:20])[n:18][n:19]2)[cH:12][cH:13][cH:14]1. Reactants: COc1ccc(COc2cccc(-c3nnc(C)o3)c2)cc1, O=C(O)C(F)(F)F. Yields the product Cc1nnc(-c2cccc(O)c2)o1. Product: ClC=1C(=NC(=NC1)NC1=C(C2=C(N(C(C(CC2)NC(C(F)(F)F)=O)=O)CC)C=C1)OC)NC1=C(C=CC=C1)S(N(C)C)(=O)=O (N-{7-[5-Chloro-4-(2-dimethylsulfamoyl-phenylamino)-pyrimidin-2-ylamino]-1-ethyl-6-methoxy-2-oxo-2,3,4,5-tetrahydro-1H-benzo[b]azepin-3-yl}-2,2,2-trifluoro-acetamide). Isolated yield 33.7%. The reactants are NC1=C(C2=C(N(C(C(CC2)NC(C(F)(F)F)=O)=O)CC)C=C1)OC (N-(7-Amino-1-ethyl-6-methoxy-2-oxo-2,3,4,5-tetrahydro-1H-benzo[b]azepin-3-yl)-2,2,2-trifluoro-acetamide), ClC1=NC=C(C(=N1)NC1=C(C=CC=C1)S(=O)(=O)N(C)C)Cl (2-(2,5-Dichloro-pyrimidin-4-ylamino)-N,N-dimethyl-benzenesulfonamide). As a reaction SMILES: [NH2:1][C:2]1[CH:22]=[CH:21][C:5]2[N:6]([CH2:19][CH3:20])[C:7](=[O:18])[CH:8]([NH:11][C:12](=[O:17])[C:13]([F:16])([F:15])[F:14])[CH2:9][CH2:10][C:4]=2[C:3]=1[O:23][CH3:24].Cl[C:26]1[N:31]=[C:30]([NH:32][C:33]2[CH:38]=[CH:37][CH:36]=[CH:35][C:34]=2[S:39]([N:42]([CH3:44])[CH3:43])(=[O:41])=[O:40])[C:29]([Cl:45])=[CH:28][N:27]=1>>[Cl:45][C:29]1[C:30]([NH:32][C:33]2[CH:38]=[CH:37][CH:36]=[CH:35][C:34]=2[S:39](=[O:41])(=[O:40])[N:42]([CH3:43])[CH3:44])=[N:31][C:26]([NH:1][C:2]2[CH:22]=[CH:21][C:5]3[N:6]([CH2:19][CH3:20])[C:7](=[O:18])[CH:8]([NH:11][C:12](=[O:17])[C:13]([F:14])([F:15])[F:16])[CH2:9][CH2:10][C:4]=3[C:3]=2[O:23][CH3:24])=[N:27][CH:28]=1. Reported procedure: Following a procedure analogous to Example 113, N-(7-Amino-1-ethyl-6-methoxy-2-oxo-2,3,4,5-tetrahydro-1H-benzo[b]azepin-3-yl)-2,2,2-trifluoro-acetamide (164 mgs) and 2-(2,5-Dichloro-pyrimidin-4-ylamino)-N,N-dimethyl-benzenesulfonamide (160 mgs) gave the title compound as an off-white solid (102 mgs). 1H-NMR (CDCl3, 400 MHz): 9.47 (s, 1H), 8.55 (d, J=8.3 Hz, 1H), 8.33 (d, J=8.9 Hz, 1H), 8.21 (s, 1H), 7.92 (d, J=8.1 Hz, 1H), 7.67-7.54 (m, 3H), 7.32-7.28 (m, 1H), 6.92 (d, J=8.8 Hz, 1H), 4.47-4.34 (...